Dataset: the Open Reaction Database (ORD), a public repository of structured organic reaction records. Task: describe an organic reaction: reactants, conditions, products, and yield Reactants: C(CCC)OC1=NC(=C2N=C(N(C2=N1)CCC1OCCCC1)OC)N (2-butyloxy-8-methoxy-9-[2-(tetrahydro-2H-pyran-2-yl)ethyl]-9H-purin-6-amine), Cl (HCl). The solvent is CO (methanol), O1CCOCC1 (1,4-dioxane). The product is NC1=C2NC(N(C2=NC(=N1)OCCCC)CCC1OCCCC1)=O (6-Amino-2-butyloxy-9-[2-(tetrahydro-2H-Pyran-2-yl)ethyl]-7,9-dihydro-8H-Purin-8-one). Isolated yield 92.5%. As a reaction SMILES: [CH2:1]([O:5][C:6]1[N:14]=[C:13]2[C:9]([N:10]=[C:11]([O:23]C)[N:12]2[CH2:15][CH2:16][CH:17]2[CH2:22][CH2:21][CH2:20][CH2:19][O:18]2)=[C:8]([NH2:25])[N:7]=1)[CH2:2][CH2:3][CH3:4].Cl>CO.O1CCOCC1>[NH2:25][C:8]1[N:7]=[C:6]([O:5][CH2:1][CH2:2][CH2:3][CH3:4])[N:14]=[C:13]2[C:9]=1[NH:10][C:11](=[O:23])[N:12]2[CH2:15][CH2:16][CH:17]1[CH2:22][CH2:21][CH2:20][CH2:19][O:18]1. Procedure: A solution of 2-butyloxy-8-methoxy-9-[2-(tetrahydro-2H-pyran-2-yl)ethyl]-9H-purin-6-amine (88 mg) in methanol (2 mL) was treated with 4N HCl in 1,4-dioxane (1 mL) for 1 h. The reaction was evaporated and the residue treated with water then basified with saturated sodium bicarbonate solution. The resulting white solid was filtered, washed with water and dried to give the title compound (78.1 mg). Starting materials: ClC=1C=CC(=C(C1)C1=CC(=NC=C1OC)OC)[N+](=O)[O-] (4-(5-chloro-2-nitrophenyl)-2,5-dimethoxypyridine), Cl.[NH+]1=CC=CC=C1 (pyridinium hydrochloride). Yields the product ClC=1C=CC(=C(C1)C1=CC(NC=C1OC)=O)[N+](=O)[O-] (4-(5-Chloro-2-nitrophenyl)-5-methoxypyridin-2(1H)-one). RXN SMILES: [Cl:1][C:2]1[CH:3]=[CH:4][C:5]([N+:18]([O-:20])=[O:19])=[C:6]([C:8]2[C:13]([O:14][CH3:15])=[CH:12][N:11]=[C:10]([O:16]C)[CH:9]=2)[CH:7]=1.Cl.[NH+]1C=CC=CC=1>>[Cl:1][C:2]1[CH:3]=[CH:4][C:5]([N+:18]([O-:20])=[O:19])=[C:6]([C:8]2[C:13]([O:14][CH3:15])=[CH:12][NH:11][C:10](=[O:16])[CH:9]=2)[CH:7]=1 |f:1.2|. Procedure: 124 mg (purity 93%, 0.39 mmol) of 4-(5-chloro-2-nitrophenyl)-2,5-dimethoxypyridine and pyridinium hydrochloride were reacted according to General Method 3A. Yield: 115 mg (purity 85%, 89% of theory)